From a dataset of the Open Reaction Database (ORD), a public repository of structured organic reaction records. describe an organic reaction: reactants, conditions, products, and yield The reactants are copper sulfate 5-hydrate, CON=C(C(=O)NC1[C@@H]2N(C(=C(CS2)C)C(=O)O)C1=O)C1(C)OCCO1 (7-(2-methoxyimino-3,3-ethylenedioxybutyramido)-3-methyl-3-cephem-4-carboxylic acid), C(C)(=O)O (Acetic acid), CON=C(C(=O)NC1[C@@H]2N(C(=C(CS2)CSC=2SC3=C(N2)C=CC=C3)C(=O)O)C1=O)C1(C)OCCO1 (7-(2-methoxyimino-3,3-ethylenedioxybutyramido)-3-(benzothiazol-2-yl)thiomethyl-3-cephem-4-carboxylic acid), resultant mixture. Reagents/catalysts: [Zn] (Zinc). Solvent: O1CCCC1 (tetrahydrofuran), O (water). Conditions: time 2 hour. The product is CON=C(C(=O)NC1[C@@H]2N(C(C(CS2)=C)C(=O)O)C1=O)C1(C)OCCO1 (7-(2-methoxyimino-3,3-ethylenedioxybutyramido)-3-methylenecepham-4-carboxylic acid). The yield is 34.3%. Reaction SMILES: C(O)(=O)C.[CH3:5][O:6][N:7]=[C:8]([C:35]1([O:40][CH2:39][CH2:38][O:37]1)[CH3:36])[C:9]([NH:11][CH:12]1[C:33](=[O:34])[N:14]2[C:15]([C:30]([OH:32])=[O:31])=[C:16]([CH2:19]SC3SC4C=CC=CC=4N=3)[CH2:17][S:18][C@H:13]12)=[O:10].CON=C(C1(OCCO1)C)C(NC1C(=O)N2C(C(O)=O)=C(C)CS[C@H]12)=O>O1CCCC1.O.[Zn]>[CH3:5][O:6][N:7]=[C:8]([C:35]1([O:40][CH2:39][CH2:38][O:37]1)[CH3:36])[C:9]([NH:11][CH:12]1[C:33](=[O:34])[N:14]2[CH:15]([C:30]([OH:32])=[O:31])[C:16](=[CH2:19])[CH2:17][S:18][C@H:13]12)=[O:10]. Procedure: Acetic acid (1 ml.) was added to a solution of 7-(2-methoxyimino-3,3-ethylenedioxybutyramido)-3-(benzothiazol-2-yl)thiomethyl-3-cephem-4-carboxylic acid (syn isomer, 500 mg.) in tetrahydrofuran (6 ml.) and water (2 ml.). Zinc powder (500 mg.) and copper sulfate 5-hydrate (50 mg.) were added to the solution at room temperature, and stirred at the same temperature for 2 hours. The resultant mixture was treated in a similar manner to that of Example 10-(3) Method A to give a mixture (120 mg.) of 7-... Starting materials: [H-].[Na+] (sodium hydride), C(C)(C)(C)C=1C=C(C=C(C1O)C(C)(C)C)N1C(CCC1)=O (1-(3,5-di-tert-butyl-4-hydroxyphenyl)pyrrolidin-2-one), IC (iodomethane). The solvent is O (water). Product: C(C)(C)(C)C=1C=C(C=C(C1OC)C(C)(C)C)N1C(CCC1)=O (1-(3,5-di-tert-butyl-4-methoxyphenyl)pyrrolidin-2-one). The yield is 81.2%. RXN SMILES: [H-].[Na+].[C:3]([C:7]1[CH:8]=[C:9]([N:18]2[CH2:22][CH2:21][CH2:20][C:19]2=[O:23])[CH:10]=[C:11]([C:14]([CH3:17])([CH3:16])[CH3:15])[C:12]=1[OH:13])([CH3:6])([CH3:5])[CH3:4].I[CH3:25]>O>[C:3]([C:7]1[CH:8]=[C:9]([N:18]2[CH2:22][CH2:21][CH2:20][C:19]2=[O:23])[CH:10]=[C:11]([C:14]([CH3:16])([CH3:17])[CH3:15])[C:12]=1[O:13][CH3:25])([CH3:4])([CH3:5])[CH3:6] |f:0.1|. Procedure details: To a stirred mixture of 0.3 g (7.5 mmol) of 60% sodium hydride in a mineral dispersion previously washed with hexane, in 20 ml of dimethylsulfoxide, there was added 2 g (6.9 mmol) of 1-(3,5-di-tert-butyl-4-hydroxyphenyl)pyrrolidin-2-one. Gas evolution was observed. Twenty minutes later, 1 g (7 mmol) of iodomethane was added. The reaction mixture was stirred for thirty minutes and then diluted with 70 ml of water. The precipitated solid was collected by filtration and recrystallized from acetoneh... Reactants: C=CCOc1ccc2c(c1)CCC(=O)N2, CC(C)=CCBr, CN(C)C=O, [H-], [H][H], [Na+], O. Product: C=CCOc1ccc2c(c1)CCC(=O)N2CC=C(C)C. RXN SMILES: [CH2:1]([CH:2]=[CH2:3])[O:4][c:5]1[cH:6][c:7]2[c:12]([cH:13][cH:14]1)[NH:11][C:10](=[O:15])[CH2:9][CH2:8]2.[CH2:20]([CH:21]=[C:22]([CH3:23])[CH3:24])[Br:25].[CH3:26][N:27]([CH3:28])[CH:29]=[O:30].[H-:16].[H:18][H:19].[Na+:17].[OH2:31]>>[CH2:1]([CH:2]=[CH2:3])[O:4][c:5]1[cH:6][c:7]2[c:12]([cH:13][cH:14]1)[N:11]([CH2:20][CH:21]=[C:22]([CH3:23])[CH3:24])[C:10](=[O:15])[CH2:9][CH2:8]2.